This data is from the Open Reaction Database (ORD), a public repository of structured organic reaction records. The task is: describe an organic reaction: reactants, conditions, products, and yield Reactants: CC(=O)Oc1c(C)c(C)c2c(c1C)C(=O)CC(C)(COc1ccc([N+](=O)[O-])cc1)O2, CO, [H][H]. The product is CC(=O)Oc1c(C)c(C)c2c(c1C)C(=O)CC(C)(COc1ccc(N)cc1)O2. RXN SMILES: [C:3]([CH3:4])(=[O:5])[O:6][c:7]1[c:8]([CH3:32])[c:9]2[c:14]([c:15]([CH3:18])[c:16]1[CH3:17])[O:13][C:12]([CH2:19][O:20][c:21]1[cH:22][cH:23][c:24]([N+:27]([O-:28])=[O:29])[cH:25][cH:26]1)([CH3:30])[CH2:11][C:10]2=[O:31].[CH3:33][OH:34].[H:1][H:2]>>[C:3]([CH3:4])(=[O:5])[O:6][c:7]1[c:8]([CH3:32])[c:9]2[c:14]([c:15]([CH3:18])[c:16]1[CH3:17])[O:13][C:12]([CH2:19][O:20][c:21]1[cH:22][cH:23][c:24]([NH2:27])[cH:25][cH:26]1)([CH3:30])[CH2:11][C:10]2=[O:31]. Starting materials: [Br-], CC[Mg+], CCCC[Sn](Cl)(CCCC)CCCC, C1CCOC1, Cc1nc(I)cn1C(c1ccccc1)(c1ccccc1)c1ccccc1, O. The product is CCCC[Sn](CCCC)(CCCC)c1cn(C(c2ccccc2)(c2ccccc2)c2ccccc2)c(C)n1. As a reaction SMILES: [Br-:1].[CH2:2]([Mg+:3])[CH3:4].[CH2:31]([CH2:32][CH2:33][CH3:34])[Sn:35]([CH2:36][CH2:37][CH2:38][CH3:39])([CH2:40][CH2:41][CH2:42][CH3:43])[Cl:44].[CH2:45]1[O:46][CH2:47][CH2:48][CH2:49]1.[I:5][c:6]1[n:7][c:8]([CH3:30])[n:9]([C:11]([c:12]2[cH:13][cH:14][cH:15][cH:16][cH:17]2)([c:18]2[cH:19][cH:20][cH:21][cH:22][cH:23]2)[c:24]2[cH:25][cH:26][cH:27][cH:28][cH:29]2)[cH:10]1.[OH2:50]>>[c:6]1([Sn:35]([CH2:31][CH2:32][CH2:33][CH3:34])([CH2:36][CH2:37][CH2:38][CH3:39])[CH2:40][CH2:41][CH2:42][CH3:43])[n:7][c:8]([CH3:30])[n:9]([C:11]([c:12]2[cH:13][cH:14][cH:15][cH:16][cH:17]2)([c:18]2[cH:19][cH:20][cH:21][cH:22][cH:23]2)[c:24]2[cH:25][cH:26][cH:27][cH:28][cH:29]2)[cH:10]1. Product: Cc1onc(-c2ccccn2)c1CCc1ncc(C(=O)O)s1. As a reaction SMILES: [CH2:27]1[O:28][CH2:29][CH2:30][CH2:31]1.[CH3:1][O:2][C:3](=[O:4])[c:5]1[cH:6][n:7][c:8]([CH2:10][CH2:11][c:12]2[c:13](-[c:18]3[n:19][cH:20][cH:21][cH:22][cH:23]3)[n:14][o:15][c:16]2[CH3:17])[s:9]1.[Li+:26].[OH-:25].[OH2:24].[OH2:32]>>[O:2]=[C:3]([OH:4])[c:5]1[cH:6][n:7][c:8]([CH2:10][CH2:11][c:12]2[c:13](-[c:18]3[n:19][cH:20][cH:21][cH:22][cH:23]3)[n:14][o:15][c:16]2[CH3:17])[s:9]1. The reactants are C1CCOC1, COC(=O)c1cnc(CCc2c(-c3ccccn3)noc2C)s1, [Li+], [OH-], O, O. Reactants: BrC1=CC2=C(C(=NO2)C)C=C1 (6-bromo-3-methyl-1,2-benzisoxazole), S1C(=NC=C1)NC(C1=CC(=C(C=C1)C)B1OC(C(O1)(C)C)(C)C)=O (N-(thiazol-2-yl)-4-methyl-3-(4,4,5,5-tetramethyl-[1,3,2]dioxaborolan-2-yl)-benzamide), S1C(=NC=C1)NC(C1=CC(=C(C=C1)C)B1OC(C(O1)(C)C)(C)C)=O (N-(thiazol-2-yl)-4-methyl-3-(4,4,5,5-tetramethyl-[1,3,2]dioxaborolan-2-yl)-benzamide). Product: CC1=C(C=C(C(=O)NC=2SC=CN2)C=C1)C1=CC2=C(C(=NO2)C)C=C1 (4-Methyl-3-(3-methyl-1,2-benzisoxazol-6-yl)-N-(1,3-thiazol-2-yl)benzamide). The yield is 7.5%. RXN SMILES: Br[C:2]1[CH:11]=[CH:10][C:5]2[C:6]([CH3:9])=[N:7][O:8][C:4]=2[CH:3]=1.[S:12]1[CH:16]=[CH:15][N:14]=[C:13]1[NH:17][C:18](=[O:35])[C:19]1[CH:24]=[CH:23][C:22]([CH3:25])=[C:21](B2OC(C)(C)C(C)(C)O2)[CH:20]=1>>[CH3:25][C:22]1[CH:21]=[CH:20][C:19]([C:18]([NH:17][C:13]2[S:12][CH:16]=[CH:15][N:14]=2)=[O:35])=[CH:24][C:23]=1[C:2]1[CH:11]=[CH:10][C:5]2[C:6]([CH3:9])=[N:7][O:8][C:4]=2[CH:3]=1. Reported procedure: Example 8 was prepared in a similar manner to Example 4 using 6-bromo-3-methyl-1,2-benzisoxazole (11 mg) and N-(thiazol-2-yl)-4-methyl-3-(4,4,5,5-tetramethyl-[1,3,2]dioxaborolan-2-yl)-benzamide (Intermediate 18, 17 mg) followed by purification via mass directed autoprep to give the title compound as an oil (1.3 mg). The reactants are C1(=CC=CC=C1)C(N1CC(C1)CO)C1=CC=CC=C1 (1-diphenylmethyl-3-hydroxymethylazetidine), P(O)(O)(O)=O (phosphoric acid), C1(CCCCC1)N=C=NC1CCCCC1 (dicyclohexylcarbodiimide). Run in CS(=O)C (dimethylsulfoxide). Run at time 8 hour. The product is C1(=CC=CC=C1)C(N1CC(C1)C=O)C1=CC=CC=C1 (1-diphenylmethyl-3-formylazetidine). Isolated yield 56.9%. Reaction SMILES: [C:1]1([CH:7]([C:14]2[CH:19]=[CH:18][CH:17]=[CH:16][CH:15]=2)[N:8]2[CH2:11][CH:10]([CH2:12][OH:13])[CH2:9]2)[CH:6]=[CH:5][CH:4]=[CH:3][CH:2]=1.P(=O)(O)(O)O.C1(N=C=NC2CCCCC2)CCCCC1>CS(C)=O>[C:1]1([CH:7]([C:14]2[CH:19]=[CH:18][CH:17]=[CH:16][CH:15]=2)[N:8]2[CH2:11][CH:10]([CH:12]=[O:13])[CH2:9]2)[CH:2]=[CH:3][CH:4]=[CH:5][CH:6]=1. Procedure: To a solution of 2.27 g (8.96 mmoles) of 1-diphenylmethyl-3-hydroxymethylazetidine in 30 ml of dimethylsulfoxide are added 586 mg (0.67 equivalent) of phosphoric acid and 4.25 g (2.3 equivalents) of dicyclohexylcarbodiimide, and the mixture is stirred at room temperature overnight. The insoluble materials are filtered off, and the filtrate is alkalified with an aqueous sodium carbonate solution and extracted with ethyl acetate. The extract is reextracted three times with 14.9% aqueous sodium hyd... Reactants: ClC(Cl)(OC(OC(Cl)(Cl)Cl)=O)Cl (triphosgene), C([O-])(O)=O.[Na+] (sodium bicarbonate), N1=CC(=CC=C1)C (3-picoline), C(C(=O)O)(=O)O.C(C1=CC=CC=C1)ON[C@@H]1CC[C@H](NC1)C(=O)OCC (ethyl (2S,5R)-5-[(benzyloxy)amino]piperidine-2-carboxylate ethanedioate). Run in ClCCl (dichloromethane), O (water), ClCCl (dichloromethane), ClCCl (dichloromethane). Reaction conditions: temperature 0 celsius. Yields the product C(C)OC(=O)[C@H]1N2C(N([C@H](CC1)C2)OCC2=CC=CC=C2)=O ((2S,5R)-6-benzyloxy-7-oxo-1,6-diaza-bicyclo[3.2.1]octane-2-carboxylic acid ethyl ester), solution. Yield: 85.3%. Reaction SMILES: N1C=CC=C(C)C=1.C(O)(=O)[C:9](O)=[O:10].[CH2:14]([O:21][NH:22][C@H:23]1[CH2:28][NH:27][C@H:26]([C:29]([O:31][CH2:32][CH3:33])=[O:30])[CH2:25][CH2:24]1)[C:15]1[CH:20]=[CH:19][CH:18]=[CH:17][CH:16]=1.ClC(Cl)(OC(=O)OC(Cl)(Cl)Cl)Cl.C(=O)(O)[O-].[Na+]>ClCCl.O>[CH2:32]([O:31][C:29]([C@@H:26]1[CH2:25][CH2:24][C@@H:23]2[CH2:28][N:27]1[C:9](=[O:10])[N:22]2[O:21][CH2:14][C:15]1[CH:16]=[CH:17][CH:18]=[CH:19][CH:20]=1)=[O:30])[CH3:33] |f:1.2,4.5|. Procedure: 3-picoline (52.6 ml, 543 mmol, 4 eq) was added to a slurry of ethyl (2S,5R)-5-[(benzyloxy)amino]piperidine-2-carboxylate ethanedioate (1:1) (50 g, 136 mmol, 1 eq) in dichloromethane (1000 ml) at 0° C., followed by a solution of triphosgene (36.4 g, 122.4 mmol, 0.9 eq) in dichloromethane (200 ml). The mixture was stirred at 0° C. until the reaction was deemed to be complete. The reaction was quenched with a solution of sodium bicarbonate (28.6 g, 340 mmol, 2.5 eq) in water (300 ml), and the layer... Starting materials: C1(=CC=CC=C1)C(=NNC1=CC=C(C=C1)C)C1=CC=CC=C1 (1-(diphenylmethylene)-2-p-tolylhydrazine), BrCCC1=CC=CC=C1 (2-bromoethylbenzene). Yields the product C1(=CC=CC=C1)C(=NN(C1=CC=C(C=C1)C)CCC1=CC=CC=C1)C1=CC=CC=C1 (2-(diphenylmethylene)-1-phenethyl-1-p-tolylhydrazine). As a reaction SMILES: [C:1]1([C:7]([C:17]2[CH:22]=[CH:21][CH:20]=[CH:19][CH:18]=2)=[N:8][NH:9][C:10]2[CH:15]=[CH:14][C:13]([CH3:16])=[CH:12][CH:11]=2)[CH:6]=[CH:5][CH:4]=[CH:3][CH:2]=1.Br[CH2:24][CH2:25][C:26]1[CH:31]=[CH:30][CH:29]=[CH:28][CH:27]=1>>[C:17]1([C:7]([C:1]2[CH:2]=[CH:3][CH:4]=[CH:5][CH:6]=2)=[N:8][N:9]([CH2:24][CH2:25][C:26]2[CH:31]=[CH:30][CH:29]=[CH:28][CH:27]=2)[C:10]2[CH:11]=[CH:12][C:13]([CH3:16])=[CH:14][CH:15]=2)[CH:22]=[CH:21][CH:20]=[CH:19][CH:18]=1. Procedure details: General procedure B was used to convert 1-(diphenylmethylene)-2-p-tolylhydrazine (200 mg, 0.69 mmol; Example 36A) and 2-bromoethylbenzene (210 mg, 0.69 mmol; Aldrich) to the title compound: MS (DCI/NH3) m/z 391 (M+H)+. Starting materials: CCO, COC1CN(CC#N)C1. The product is COC1CN(CCN)C1. As a reaction SMILES: [CH3:10][CH2:11][OH:12].[CH3:1][O:2][CH:3]1[CH2:4][N:5]([CH2:7][C:8]#[N:9])[CH2:6]1>>[CH3:1][O:2][CH:3]1[CH2:4][N:5]([CH2:7][CH2:8][NH2:9])[CH2:6]1. Reactants: NC=1C=C(C=CC1C)NC(=O)C1=CC(=NC=C1)N1CCOCC1 (N-(3-amino-4-methylphenyl)-2-morpholinopyridine-4-carboxamide), Cl.C(C)(=O)OC=1C=C2C(=NC=NC2=CC1OC)Cl (6-acetoxy-4-chloro-7-methoxyquinazoline hydrochloride). The solvent is C(C)(C)O (isopropanol). Run at temperature 85 celsius. The product is Cl.Cl.C(C)(=O)OC=1C=C2C(=NC=NC2=CC1OC)NC1=C(C=CC(=C1)NC(=O)C1=CC(=NC=C1)N1CCOCC1)C (6-Acetoxy-7-methoxy-4-[2-methyl-5-(2-morpholinopyridine-4-carboxamido)anilino]quinazoline dihydrochloride). Yield: 79.8%. Reaction SMILES: [NH2:1][C:2]1[CH:3]=[C:4]([NH:9][C:10]([C:12]2[CH:17]=[CH:16][N:15]=[C:14]([N:18]3[CH2:23][CH2:22][O:21][CH2:20][CH2:19]3)[CH:13]=2)=[O:11])[CH:5]=[CH:6][C:7]=1[CH3:8].[ClH:24].[C:25]([O:28][C:29]1[CH:30]=[C:31]2[C:36](=[CH:37][C:38]=1[O:39][CH3:40])[N:35]=[CH:34][N:33]=[C:32]2[Cl:41])(=[O:27])[CH3:26]>C(O)(C)C>[ClH:41].[ClH:24].[C:25]([O:28][C:29]1[CH:30]=[C:31]2[C:36](=[CH:37][C:38]=1[O:39][CH3:40])[N:35]=[CH:34][N:33]=[C:32]2[NH:1][C:2]1[CH:3]=[C:4]([NH:9][C:10]([C:12]2[CH:17]=[CH:16][N:15]=[C:14]([N:18]3[CH2:19][CH2:20][O:21][CH2:22][CH2:23]3)[CH:13]=2)=[O:11])[CH:5]=[CH:6][C:7]=1[CH3:8])(=[O:27])[CH3:26] |f:1.2,4.5.6|. Reported procedure: A mixture of N-(3-amino-4-methylphenyl)-2-morpholinopyridine-4-carboxamide (178 mg), 6-acetoxy-4-chloro-7-methoxyquinazoline hydrochloride (150 mg) and isopropanol (5 ml) was stirred and heated to 85° C. for 3 hours. The reaction mixture was allowed to cool to ambient temperature and the solid was isolated and washed in turn with isopropanol (5 ml) and isohexane (2×5 ml). There was thus obtained the title compound (249 mg, 80%); NMR: 2.17 (s, 3H), 2.38 (s, 3H), 3.56 (m, 4H), 3.72 (m, 4H), 4.0 (s...